This data is from the Open Reaction Database (ORD), a public repository of structured organic reaction records. The task is: describe an organic reaction: reactants, conditions, products, and yield Starting materials: ClC1=NC=C(C=C1)C(C1=CC=C(C=C1)S(=O)(=O)C)=C1CCCC1 (2-chloro-5-[(cyclopentylidene)(4-methylsulfonylphenyl)-methyl]pyridine), solution, CNC (dimethyl-amine). Run in C(C)O (ethanol). Conditions: temperature 180 celsius. Yields the product CN(C1=NC=C(C=C1)C(C1=CC=C(C=C1)S(=O)(=O)C)=C1CCCC1)C (2-(dimethylamino)-5-[(cyclopentylidene)(4-methylsulfonylphenyl)methyl]pyridine). As a reaction SMILES: Cl[C:2]1[CH:7]=[CH:6][C:5]([C:8](=[C:19]2[CH2:23][CH2:22][CH2:21][CH2:20]2)[C:9]2[CH:14]=[CH:13][C:12]([S:15]([CH3:18])(=[O:17])=[O:16])=[CH:11][CH:10]=2)=[CH:4][N:3]=1.[CH3:24][NH:25][CH3:26]>C(O)C>[CH3:24][N:25]([CH3:26])[C:2]1[CH:7]=[CH:6][C:5]([C:8](=[C:19]2[CH2:23][CH2:22][CH2:21][CH2:20]2)[C:9]2[CH:14]=[CH:13][C:12]([S:15]([CH3:18])(=[O:17])=[O:16])=[CH:11][CH:10]=2)=[CH:4][N:3]=1. Reported procedure: 4.5 g of 2-chloro-5-[(cyclopentylidene)(4-methylsulfonylphenyl)-methyl]pyridine, prepared in Example 6, and 50 ml of a 33% solution of dimethyl-amine in ethanol are placed in a 125 ml autoclave. The mixture is heated at 180° C. under pressure for 7 hours. After cooling, the solvent is evaporated off under vacuum and the residue is taken up with water and then extracted with dichloromethane. The organic phase is dried over magnesium sulfate and evaporated under vacuum. The resulting oil crystalli... Starting materials: Brc1cncc(Br)c1, CO, C[O-], [Na+], CN(C)C=O. The product is COc1cncc(Br)c1. RXN SMILES: [Br:1][c:2]1[cH:3][n:4][cH:5][c:6]([Br:7])[cH:8]1.[CH3:12][OH:13].[CH3:9][O-:10].[Na+:11].[O:14]=[CH:15][N:16]([CH3:17])[CH3:18]>>[Br:1][c:2]1[cH:3][n:4][cH:5][c:6]([O:10][CH3:9])[cH:8]1.